This data is from the Open Reaction Database (ORD), a public repository of structured organic reaction records. The task is: describe an organic reaction: reactants, conditions, products, and yield The reactants are CN(C)C=O, O=C(O[IH2](OC(=O)C(F)(F)F)c1ccccc1)C(F)(F)F, NC(=O)c1cc(Oc2ccc(NC(=O)C3(C(=O)Nc4ccc(F)cc4)CC3)c(F)c2F)ccn1, [Na+], [OH-], O, c1ccncc1. The product is Nc1cc(Oc2ccc(NC(=O)C3(C(=O)Nc4ccc(F)cc4)CC3)c(F)c2F)ccn1. As a reaction SMILES: [CH3:59][N:60]([CH3:61])[CH:62]=[O:63].[F:36][C:37]([F:38])([F:39])[C:40]([O:41][IH2:42]([c:43]1[cH:44][cH:45][cH:46][cH:47][cH:48]1)[O:49][C:50](=[O:51])[C:52]([F:53])([F:54])[F:55])=[O:56].[NH2:1][C:2](=[O:3])[c:4]1[n:5][cH:6][cH:7][c:8]([O:10][c:11]2[c:12]([F:34])[c:13]([F:33])[c:14]([NH:17][C:18](=[O:19])[C:20]3([C:23](=[O:24])[NH:25][c:26]4[cH:27][cH:28][c:29]([F:32])[cH:30][cH:31]4)[CH2:21][CH2:22]3)[cH:15][cH:16]2)[cH:9]1.[Na+:58].[OH-:57].[OH2:35].[cH:64]1[cH:65][cH:66][n:67][cH:68][cH:69]1>>[c:4]1([NH2:60])[n:5][cH:6][cH:7][c:8]([O:10][c:11]2[c:12]([F:34])[c:13]([F:33])[c:14]([NH:17][C:18](=[O:19])[C:20]3([C:23](=[O:24])[NH:25][c:26]4[cH:27][cH:28][c:29]([F:32])[cH:30][cH:31]4)[CH2:21][CH2:22]3)[cH:15][cH:16]2)[cH:9]1.